This data is from the Open Reaction Database (ORD), a public repository of structured organic reaction records. The task is: describe an organic reaction: reactants, conditions, products, and yield Reactants: CCCC(=N)N, ClCCl, COC(=O)Cl, Cl, [Na+], [OH-], O. The product is CCCC(=N)NC(=O)OC. RXN SMILES: [C:9]([CH2:10][CH2:11][CH3:12])(=[NH:13])[NH2:14].[CH2:15]([Cl:16])[Cl:17].[Cl:1][C:2](=[O:3])[O:4][CH3:5].[ClH:8].[Na+:7].[OH-:6].[OH2:18]>>[C:2](=[O:3])([O:4][CH3:5])[NH:14][C:9]([CH2:10][CH2:11][CH3:12])=[NH:13].